From a dataset of the Open Reaction Database (ORD), a public repository of structured organic reaction records. describe an organic reaction: reactants, conditions, products, and yield Reactants: [C@@H]([C@H](C(=O)[O-])O)(C(=O)[O-])O.[Na+].[K+] (Rochelle's salt), C(C)OC(C(CCC)CC1=CN(C2=CN=C(C=C21)C2=C(C=CC=C2C)C)C2=CC=C(C=C2)C(C)C)=O (2-[5-(2,6-dimethyl-phenyl)-1-(4-isopropyl-phenyl)-1H-pyrrolo[2,3-c]pyridin-3-ylmethyl]-pentanoic acid ethyl ester), CC(C)C[AlH]CC(C)C (DIBAL), resultant suspension. Conditions: temperature -78 celsius, time 3 hour. Product: C(C)C1=C(C(=CC=C1)CC)C=1C=C2C(=CN1)N(C=C2CC(CO)CCC)C2=CC=C(C=C2)C(C)C (2-[5-(2,6-diethyl-phenyl)-1-(4-isopropyl-phenyl)-1H-pyrrolo[2,3-c]pyridin-3-ylmethyl]-pentan-1-ol). Reaction SMILES: C(O[C:4](=[O:36])[CH:5]([CH2:9][C:10]1[C:18]2[C:13](=[CH:14][N:15]=[C:16]([C:19]3[C:24](C)=[CH:23][CH:22]=[CH:21][C:20]=3[CH3:26])[CH:17]=2)[N:12]([C:27]2[CH:32]=[CH:31][C:30]([CH:33]([CH3:35])[CH3:34])=[CH:29][CH:28]=2)[CH:11]=1)[CH2:6][CH2:7][CH3:8])C.[CH3:37][CH:38](C[AlH]CC(C)C)C.[C@H:46](O)(C([O-])=O)[C@@H](O)C([O-])=O.[Na+].[K+]>>[CH2:23]([C:24]1[CH:38]=[CH:37][CH:21]=[C:20]([CH2:26][CH3:46])[C:19]=1[C:16]1[CH:17]=[C:18]2[C:10]([CH2:9][CH:5]([CH2:6][CH2:7][CH3:8])[CH2:4][OH:36])=[CH:11][N:12]([C:27]3[CH:28]=[CH:29][C:30]([CH:33]([CH3:35])[CH3:34])=[CH:31][CH:32]=3)[C:13]2=[CH:14][N:15]=1)[CH3:22] |f:2.3.4|. Procedure details: To a solution of 2-[5-(2,6-dimethyl-phenyl)-1-(4-isopropyl-phenyl)-1H-pyrrolo[2,3-c]pyridin-3-ylmethyl]-pentanoic acid ethyl ester (120 mg, 0.23 mmol) at −78° C., DIBAL (1M sol in toluene, 1.0 mL, 1.0 mmol) is added, and the mixture is stirred for 3 h at −78° C. The temperature of the mixture is allowed to gradually warm up to room temperature. To the mixture, a saturated aqueous Rochelle's salt solution (10 mL) is added, and the resultant suspension is stirred for 2 h at room temperature. The o...